The task is: describe an organic reaction: reactants, conditions, products, and yield. This data is from the Open Reaction Database (ORD), a public repository of structured organic reaction records. Starting materials: C=O, CNC, COc1ccc2[nH]ccc2c1, C1CCOC1, O. Product: COc1ccc2c(ccn2CN(C)C)c1. Reaction SMILES: [CH2:1]=[O:2].[CH3:14][NH:15][CH3:16].[CH3:3][O:4][c:5]1[cH:6][c:7]2[cH:8][cH:9][nH:10][c:11]2[cH:12][cH:13]1.[O:18]1[CH2:19][CH2:20][CH2:21][CH2:22]1.[OH2:17]>>[CH2:1]([n:10]1[cH:9][cH:8][c:7]2[cH:6][c:5]([O:4][CH3:3])[cH:13][cH:12][c:11]21)[N:15]([CH3:14])[CH3:16]. The solvent is C1(=CC=CC=C1)C (toluene). The product is C(C1=CC=CC=C1)(C1=CC=CC=C1)N1CCC2=CC=CC=C12 (1-benzhydryl-indoline). Reported procedure: A mixture of 49.4 g (0.2 mole) of bromodiphenylmethane (an equimolar quantity of chlorodiphenylmethane may be used instead), 23.8 g (0.2 mole) of indoline, 55.2 g (0.4 mole) of anhydrous potassium carbonate, and 200 ml of toluene is refluxed for 16 hrs under nitrogen with good stirring. The salts are removed by filtration, and the solvent is evaporated. The residue is chromatographed on silica gel with 30:70 toluene-hexane as the eluent. The product is a viscous oil, which can be crystallized fr... Reaction SMILES: Br[CH:2]([C:9]1[CH:14]=[CH:13][CH:12]=[CH:11][CH:10]=1)[C:3]1[CH:8]=[CH:7][CH:6]=[CH:5][CH:4]=1.ClC(C1C=CC=CC=1)C1C=CC=CC=1.[NH:29]1[C:37]2[C:32](=[CH:33][CH:34]=[CH:35][CH:36]=2)[CH2:31][CH2:30]1.C(=O)([O-])[O-].[K+].[K+]>C1(C)C=CC=CC=1>[CH:2]([N:29]1[C:37]2[C:32](=[CH:33][CH:34]=[CH:35][CH:36]=2)[CH2:31][CH2:30]1)([C:9]1[CH:14]=[CH:13][CH:12]=[CH:11][CH:10]=1)[C:3]1[CH:8]=[CH:7][CH:6]=[CH:5][CH:4]=1 |f:3.4.5|. Starting materials: C([O-])([O-])=O.[K+].[K+] (potassium carbonate), BrC(C1=CC=CC=C1)C1=CC=CC=C1 (bromodiphenylmethane), ClC(C1=CC=CC=C1)C1=CC=CC=C1 (chlorodiphenylmethane), N1CCC2=CC=CC=C12 (indoline). Reactants: Cc1ncc(C=O)cc1Br, CO, COC(OC)OC, Cl. Yields the product COC(OC)c1cnc(C)c(Br)c1. As a reaction SMILES: [Br:1][c:2]1[cH:3][c:4]([CH:9]=[O:10])[cH:5][n:6][c:7]1[CH3:8].[CH3:19][OH:20].[CH:11]([O:12][CH3:13])([O:14][CH3:15])[O:16][CH3:17].[ClH:18]>>[Br:1][c:2]1[cH:3][c:4]([CH:11]([O:12][CH3:13])[O:14][CH3:15])[cH:5][n:6][c:7]1[CH3:8]. The reactants are C(C1=CC=CC=C1)N(CC1=CC=CC=C1)C[C@H]1CN(C(O1)=O)C1=CC(=C(C=C1)N1CCOCC1)F ((S)-5-((dibenzylamino)methyl)-3-(3-fluoro-4-morpholinophenyl)oxazolidin-2-one), CO (methyl alcohol), O.NN (Hydrazine hydrate), N#N (N2). Reagents/catalysts: [Pd] (Pd—C). Solvent: O (Water). Reaction conditions: temperature 0 celsius, time 24 hour. Yields the product NC[C@H]1CN(C(O1)=O)C1=CC(=C(C=C1)N1CCOCC1)F ((S)-5-(aminomethyl)-3-(3-fluoro-4-morpholinophenyl) oxazolidin-2-one). Yield: 88.0%. RXN SMILES: C([N:8]([CH2:16][C@@H:17]1[O:21][C:20](=[O:22])[N:19]([C:23]2[CH:28]=[CH:27][C:26]([N:29]3[CH2:34][CH2:33][O:32][CH2:31][CH2:30]3)=[C:25]([F:35])[CH:24]=2)[CH2:18]1)CC1C=CC=CC=1)C1C=CC=CC=1.CO.N#N.O.NN>[Pd].O>[NH2:8][CH2:16][C@@H:17]1[O:21][C:20](=[O:22])[N:19]([C:23]2[CH:28]=[CH:27][C:26]([N:29]3[CH2:30][CH2:31][O:32][CH2:33][CH2:34]3)=[C:25]([F:35])[CH:24]=2)[CH2:18]1 |f:3.4|. Reported procedure: Compound 4 (0.95 g, 2 mmol) and 10% Pd—C (0.02 mmol) were added to 20 mL of methyl alcohol and the air was replaced with N2. Hydrazine hydrate (4 mmol) was added and on the mixture was stirred at 0° C. for 24 hours. Water was added and the mixture was extracted with ethyl acetate. The organic layer was washed with brine, dried over anhydrous magnesium sulfate, filtered, and the solvent was evaporated to provide 0.52 g of white solid in 88% yield. HPLC: 99%. The reactants are C(C)NC(=O)NC1=CC=C(C=C1)C=1N=C(C2=C(N1)CNCC2)N2[C@H](COCC2)C ((S)-1-ethyl-3-(4-(4-(3-methylmorpholino)-5,6,7,8-tetrahydropyrido[3,4-d]pyrimidin-2-yl)phenyl)urea), CN(C=O)C (N,N-Dimethylformamide), C(C)(C)N(C(C)C)CC (N,N-Diisopropylethylamine), N1=C(C=NC=C1)C(=O)Cl (Pyrazine-2-carbonyl chloride). Reaction conditions: temperature 0 celsius, time 30 minute. Product: C(C)NC(=O)NC1=CC=C(C=C1)C=1N=C(C2=C(N1)CN(CC2)C(=O)C2=NC=CN=C2)N2[C@H](COCC2)C ((S)-1-ethyl-3-(4-(4-(3-methylmorpholino)-7-(pyrazine-2-carbonyl)-5,6,7,8-tetrahydropyrido[3,4-d]pyrimidin-2-yl)phenyl)urea). Reaction SMILES: [CH2:1]([NH:3][C:4]([NH:6][C:7]1[CH:12]=[CH:11][C:10]([C:13]2[N:14]=[C:15]([N:23]3[CH2:28][CH2:27][O:26][CH2:25][C@@H:24]3[CH3:29])[C:16]3[CH2:22][CH2:21][NH:20][CH2:19][C:17]=3[N:18]=2)=[CH:9][CH:8]=1)=[O:5])[CH3:2].CN(C)C=O.C(N(CC)C(C)C)(C)C.[N:44]1[CH:49]=[CH:48][N:47]=[CH:46][C:45]=1[C:50](Cl)=[O:51]>>[CH2:1]([NH:3][C:4]([NH:6][C:7]1[CH:8]=[CH:9][C:10]([C:13]2[N:14]=[C:15]([N:23]3[CH2:28][CH2:27][O:26][CH2:25][C@@H:24]3[CH3:29])[C:16]3[CH2:22][CH2:21][N:20]([C:50]([C:45]4[CH:46]=[N:47][CH:48]=[CH:49][N:44]=4)=[O:51])[CH2:19][C:17]=3[N:18]=2)=[CH:11][CH:12]=1)=[O:5])[CH3:2]. Procedure: (S)-1-ethyl-3-(4-(4-(3-methylmorpholino)-5,6,7,8-tetrahydropyrido[3,4-d]pyrimidin-2-yl)phenyl)urea (0.085 g, 0.00021 mol) in dry N,N-Dimethylformamide (1.00 mL, 0.0129 mol) was added N,N-Diisopropylethylamine (0.1120 mL, 0.0006430 mol) cooled at 0° C., added Pyrazine-2-carbonyl chloride (0.0508 g, 0.000356 mol) stirred at 0° C. for 30 minutes. The reaction mixture was filtered and purified by HPLC. 1H NMR (500 MHz, DMSO) δ 8.95 (dd, J=8.4, 1.3, 1H), 8.81 (dd, J=7.1, 2.5, 1H), 8.75 (d, J=3.9, 1H)... Product: CCCCCCCNC(=O)N(C)c1cccc(-c2ccc(CCC(=O)O)cc2OCCCC)c1. As a reaction SMILES: [CH2:3]([CH2:4][CH2:5][CH3:6])[O:7][c:8]1[c:9](-[c:20]2[cH:21][c:22]([N:26]([C:27](=[O:28])[NH:29][CH2:30][CH2:31][CH2:32][CH2:33][CH2:34][CH2:35][CH3:36])[CH3:37])[cH:23][cH:24][cH:25]2)[cH:10][cH:11][c:12]([CH2:14][CH2:15][C:16](=[O:17])[O:18][CH3:19])[cH:13]1.[CH3:38][CH2:39][CH2:40][CH2:41][CH3:42].[CH3:43][OH:44].[Na+:2].[O:45]1[CH2:46][CH2:47][CH2:48][CH2:49]1.[OH-:1]>>[CH2:3]([CH2:4][CH2:5][CH3:6])[O:7][c:8]1[c:9](-[c:20]2[cH:21][c:22]([N:26]([C:27](=[O:28])[NH:29][CH2:30][CH2:31][CH2:32][CH2:33][CH2:34][CH2:35][CH3:36])[CH3:37])[cH:23][cH:24][cH:25]2)[cH:10][cH:11][c:12]([CH2:14][CH2:15][C:16](=[O:17])[OH:18])[cH:13]1. The reactants are CCCCCCCNC(=O)N(C)c1cccc(-c2ccc(CCC(=O)OC)cc2OCCCC)c1, CCCCC, CO, [Na+], C1CCOC1, [OH-]. Starting materials: CCN=C=NCCCN(C)C, Cl, CN1C(C)(C)CC(N)CC1(C)C, CN(C)C=O, O, On1nnc2cccnc21, COC(=CC=Cc1cc2ccccc2s1)C(=O)O. Product: COC(=CC=Cc1cc2ccccc2s1)C(=O)NC1CC(C)(C)N(C)C(C)(C)C1. As a reaction SMILES: [CH3:43][N:44]([CH3:45])[CH2:46][CH2:47][CH2:48][N:49]=[C:50]=[N:51][CH2:52][CH3:53].[ClH:42].[NH2:19][CH:20]1[CH2:21][C:22]([CH3:29])([CH3:30])[N:23]([CH3:28])[C:24]([CH3:26])([CH3:27])[CH2:25]1.[O:54]=[CH:55][N:56]([CH3:57])[CH3:58].[OH2:31].[OH:32][n:33]1[c:34]2[n:35][cH:36][cH:37][cH:38][c:39]2[n:40][n:41]1.[s:1]1[c:2]([CH:10]=[CH:11][CH:12]=[C:13]([C:14](=[O:15])[OH:16])[O:17][CH3:18])[cH:3][c:4]2[c:5]1[cH:6][cH:7][cH:8][cH:9]2>>[s:1]1[c:2]([CH:10]=[CH:11][CH:12]=[C:13]([C:14](=[O:16])[NH:19][CH:20]2[CH2:21][C:22]([CH3:29])([CH3:30])[N:23]([CH3:28])[C:24]([CH3:26])([CH3:27])[CH2:25]2)[O:17][CH3:18])[cH:3][c:4]2[c:5]1[cH:6][cH:7][cH:8][cH:9]2. Starting materials: FC(C=1C=C(C(=O)O)C=CC1)(F)F (3-trifluoromethylbenzoic acid), S(=O)(Cl)Cl (thionyl chloride). The product is FC(C=1C=C(C(=O)Cl)C=CC1)(F)F (3-trifluoromethylbenzoyl chloride). RXN SMILES: [F:1][C:2]([F:13])([F:12])[C:3]1[CH:4]=[C:5]([CH:9]=[CH:10][CH:11]=1)[C:6](O)=[O:7].S(Cl)([Cl:16])=O>>[F:1][C:2]([F:13])([F:12])[C:3]1[CH:4]=[C:5]([CH:9]=[CH:10][CH:11]=1)[C:6]([Cl:16])=[O:7]. Procedure details: Reaction of 3-trifluoromethylbenzoic acid with thionyl chloride affords 3-trifluoromethylbenzoyl chloride, which, on reaction with diethylamine, affords 3-trifluoromethyl-N,N-diethylbenzamide. Following a procedure similar to that described in Example 22A, reaction of the latter with s-butyl lithium and reaction of the resulting lithium salt with sulfur dioxide followed by sodium hydroxylaminesulfonate affords 3-trifluoromethyl-2-aminosulfonyl-N,N-diethylbenzamide, which, on heating in glacial a...